Dataset: the Open Reaction Database (ORD), a public repository of structured organic reaction records. Task: describe an organic reaction: reactants, conditions, products, and yield Starting materials: amine, N1=CC=CC=C1 (pyridine), C(=O)(OCC(Cl)(Cl)Cl)Cl (Troc-Cl). Solvent: C(Cl)Cl (CH2Cl2). Product: C(N)(OCC(Cl)(Cl)Cl)=O (2,2,2-trichloroethyl carbamate). As a reaction SMILES: [N:1]1C=CC=CC=1.[C:7](Cl)([O:9][CH2:10][C:11]([Cl:14])([Cl:13])[Cl:12])=[O:8]>C(Cl)Cl>[C:7](=[O:8])([O:9][CH2:10][C:11]([Cl:14])([Cl:13])[Cl:12])[NH2:1]. Procedure: To a stirring solution of amine (2 mmol, 1.00 eq) and pyridine (4 mmol, 2.00 eq) in CH2Cl2 (18 ml) at RT was added Troc-Cl (1.87 mmol, 1.05 eq). After 4 hours the reaction was washed with 3M HCl (1×), satd. NaHCO3 (1×), dried (Na2SO4), filtered and evaporated to afford the target 2,2,2-trichloroethyl carbamate. The material was used as is in the next reaction.